This data is from the Open Reaction Database (ORD), a public repository of structured organic reaction records. The task is: describe an organic reaction: reactants, conditions, products, and yield The reactants are C1C2C1C(C=C1C=C[C@H]3[C@@H]4CC[C@](C(C)=O)([C@]4(CC[C@H]3[C@]21C)C)O)=O (1,2-methylene-17α-hydroxy-9β ,10α-pregna-4,6-diene-3,20-dione). Reagents/catalysts: [Pd] (palladium). Solvent: C1(=CC=CC=C1)C (toluene). Yields the product C1C2C1C(C=C1CC[C@H]3[C@@H]4CC[C@](C(C)=O)([C@]4(CC[C@H]3[C@]21C)C)O)=O (1,2-methylene-17α-hydroxy-9β ,10α-pregn-4-ene-3,20-dione). Yield: 95.0%. As a reaction SMILES: [CH2:1]1[CH:3]2[C:4](=[O:25])[CH:5]=[C:6]3[C@@:21]([CH3:22])([CH:2]12)[C@H:20]1[C@H:9]([C@H:10]2[C@:17]([CH3:23])([CH2:18][CH2:19]1)[C@@:13]([OH:24])([C:14](=[O:16])[CH3:15])[CH2:12][CH2:11]2)[CH:8]=[CH:7]3>C1(C)C=CC=CC=1.[Pd]>[CH2:1]1[CH:3]2[C:4](=[O:25])[CH:5]=[C:6]3[C@@:21]([CH3:22])([CH:2]12)[C@H:20]1[C@H:9]([C@H:10]2[C@:17]([CH3:23])([CH2:18][CH2:19]1)[C@@:13]([OH:24])([C:14](=[O:16])[CH3:15])[CH2:12][CH2:11]2)[CH2:8][CH2:7]3. Procedure details: 3.7 G of 1,2-methylene-17α-hydroxy-9β ,10α-pregna-4,6-diene-3,20-dione is added to a hydrogenation mixture of 370 mg of palladium on CaCO3 in 37 ml of toluene. After the absorption of the theoretical quantity of hydrogen the reaction mixture is filtered and the solvent is subsequently evaporated. The residue is recrystallized, yield 95% of pure 1,2-methylene-17α-hydroxy-9β ,10α-pregn-4-ene-3,20-dione.